This data is from the Open Reaction Database (ORD), a public repository of structured organic reaction records. The task is: describe an organic reaction: reactants, conditions, products, and yield Reactants: S1C(=CC=C1)C=1SC(=CN1)CO (2-(2-thienyl)-5-thiazolylmethanol), OC1=CC=C(C=C1)CCCCN1C=NC=C1 (1-[4-(4-hydroxyphenyl)butyl]imidazole). Yields the product N1(C=NC=C1)CCCCC1=CC=C(OCC2=CN=C(S2)C=2SC=CC2)C=C1 (5-[4-[4-(1-imidazolyl)butyl]phenoxymethyl]-2-(2-thienyl)thiazole). The yield is 86.0%. As a reaction SMILES: [S:1]1[CH:5]=[CH:4][CH:3]=[C:2]1[C:6]1[S:7][C:8]([CH2:11][OH:12])=[CH:9][N:10]=1.O[C:14]1[CH:19]=[CH:18][C:17]([CH2:20][CH2:21][CH2:22][CH2:23][N:24]2[CH:28]=[CH:27][N:26]=[CH:25]2)=[CH:16][CH:15]=1>>[N:24]1([CH2:23][CH2:22][CH2:21][CH2:20][C:17]2[CH:18]=[CH:19][C:14]([O:12][CH2:11][C:8]3[S:7][C:6]([C:2]4[S:1][CH:5]=[CH:4][CH:3]=4)=[N:10][CH:9]=3)=[CH:15][CH:16]=2)[CH:28]=[CH:27][N:26]=[CH:25]1. Procedure: In substantially the same manner as in Working Example 159, 2-(2-thienyl)-5-thiazolylmethanol was chlorinated and then reacted with 1-[4-(4-hydroxyphenyl)butyl]imidazole to obtain 5-[4-[4-(1-imidazolyl)butyl]phenoxymethyl]-2-(2-thienyl)thiazole. The yield was 86%. Recrystallization from ethyl acetate-hexane gave pale yellow prisms, mp 128-129° C. The reactants are C(C)(C)(C)C=1N=C(SC1)C=1OC2=C(C1)C=C(C=C2)C=O (4-tert-butyl-2-(5-formylbenzofuran-2-yl)thiazole), [BH4-].[Na+] (sodium borohydride), ice water. Run in CO (methanol). Run at time 2 hour. The product is C(C)(C)(C)C=1N=C(SC1)C=1OC2=C(C1)C=C(C=C2)CO (4-tert-butyl-2-(5-hydroxymethylbenzofuran-2-yl)thiazole). The yield is 100.0%. Reaction SMILES: [C:1]([C:5]1[N:6]=[C:7]([C:10]2[O:11][C:12]3[CH:18]=[CH:17][C:16]([CH:19]=[O:20])=[CH:15][C:13]=3[CH:14]=2)[S:8][CH:9]=1)([CH3:4])([CH3:3])[CH3:2].[BH4-].[Na+]>CO>[C:1]([C:5]1[N:6]=[C:7]([C:10]2[O:11][C:12]3[CH:18]=[CH:17][C:16]([CH2:19][OH:20])=[CH:15][C:13]=3[CH:14]=2)[S:8][CH:9]=1)([CH3:4])([CH3:2])[CH3:3] |f:1.2|. Procedure details: To a cooled mixture of 4-tert-butyl-2-(5-formylbenzofuran-2-yl)thiazole (2.85 g) in methanol (28 ml), sodium borohydride (0.38 g) was added in small portions. After being stirred at the same temperature for 2 hours, the resulting solution was poured into ice-water. The resulting precipitates were collected by filtration and washed with water to give 4-tert-butyl-2-(5-hydroxymethylbenzofuran-2-yl)thiazole (2.87 g).